This data is from the Open Reaction Database (ORD), a public repository of structured organic reaction records. The task is: describe an organic reaction: reactants, conditions, products, and yield Reactants: O=C1N(C(CN(C1)CCCC1=CC=CC=C1)=O)CCNC(=O)C1=CC2=CN=C3C=CC=C(S1)N32 (N-[2-(2,6-dioxo-4-(3-phenylpropan-1-yl)piperazin-1-yl)ethan-1-yl]-5-thia-1,8b-diazaacenaphthylene-4-carboxamide), Cl (hydrochloric acid). The solvent is C(C)O (ethanol), C(C)O (ethanol). The product is Cl.Cl.O=C1N(C(CN(C1)CCCC1=CC=CC=C1)=O)CCNC(=O)C1=CC2=CN=C3C=CC=C(S1)N32 (N-[2-(2,6-dioxo-4-(3-phenylpropan-1-yl)piperazin-1-yl)ethan-1-yl]-5-thia-1,8b-diazaacenaphthylene-4-carboxamide dihydrochloride). RXN SMILES: [O:1]=[C:2]1[CH2:7][N:6]([CH2:8][CH2:9][CH2:10][C:11]2[CH:16]=[CH:15][CH:14]=[CH:13][CH:12]=2)[CH2:5][C:4](=[O:17])[N:3]1[CH2:18][CH2:19][NH:20][C:21]([C:23]1[S:33][C:32]2[N:34]3[C:25](=[CH:26][N:27]=[C:28]3[CH:29]=[CH:30][CH:31]=2)[CH:24]=1)=[O:22].[ClH:35]>C(O)C>[ClH:35].[ClH:35].[O:1]=[C:2]1[CH2:7][N:6]([CH2:8][CH2:9][CH2:10][C:11]2[CH:12]=[CH:13][CH:14]=[CH:15][CH:16]=2)[CH2:5][C:4](=[O:17])[N:3]1[CH2:18][CH2:19][NH:20][C:21]([C:23]1[S:33][C:32]2[N:34]3[C:25](=[CH:26][N:27]=[C:28]3[CH:29]=[CH:30][CH:31]=2)[CH:24]=1)=[O:22] |f:3.4.5|. Reported procedure: To a solution of 1.56 g (3.28 mmol.) of N-[2-(2,6-dioxo-4-(3-phenylpropan-1-yl)piperazin-1-yl)ethan-1-yl]-5-thia-1,8b-diazaacenaphthylene-4-carboxamide in ethanol (10 ml) was added, at room temperature, 2 ml (24 mmol.) of 12N hydrochloric acid. The mixture was stirred for several minutes, which was concentrated under reduced pressure to leave crystals. To the crystals was added ethanol, which was subjected to filtration to collect the crystals. The crystals was washed with ethanol and diethyl et...